This data is from the Open Reaction Database (ORD), a public repository of structured organic reaction records. The task is: describe an organic reaction: reactants, conditions, products, and yield Reactants: C=CCc1c(O)ccc2c1C(CCNC(=O)CC)CN2, CC(=O)OC(C)=O, O=CO, O. Product: C=CCc1c(O)ccc2c1C(CCNC(=O)CC)CN2C=O. Reaction SMILES: [CH2:8]([CH:9]=[CH2:10])[c:11]1[c:12]2[c:16]([cH:17][cH:18][c:19]1[OH:20])[NH:15][CH2:14][CH:13]2[CH2:21][CH2:22][NH:23][C:24]([CH2:25][CH3:26])=[O:27].[CH3:1][C:2](=[O:3])[O:4][C:5](=[O:6])[CH3:7].[CH:29]([OH:30])=[O:31].[OH2:28]>>[CH:2](=[O:3])[N:15]1[CH2:14][CH:13]([CH2:21][CH2:22][NH:23][C:24]([CH2:25][CH3:26])=[O:27])[c:12]2[c:11]([CH2:8][CH:9]=[CH2:10])[c:19]([OH:20])[cH:18][cH:17][c:16]21. Starting materials: CCCCCC.[H-].C(C(C)C)[Al+]CC(C)C (Diisobutylaluminium hydride hexane), NC(=O)NC=1NC2=CC(=CC=C2C1C(=O)N)C(=O)OC (2-aminocarbonylamino-6-methoxycarbonylindole-3-carboxamide), NC(=O)NC=1NC2=CC(=CC=C2C1C(=O)N)C(=O)OC (2-aminocarbonylamino-6-methoxycarbonylindole-3-carboxamide), O (Water), CO (methanol). The solvent is O1CCCC1 (tetrahydrofuran). Conditions: time 3.5 hour. Product: NC(=O)NC=1NC2=CC(=CC=C2C1C(=O)N)CO (2-Aminocarbonylamino-6-hydroxymethylindole-3-carboxamide). Yield: 61.8%. RXN SMILES: CCCCCC.[H-].C([Al+]CC(C)C)C(C)C.[NH2:17][C:18]([NH:20][C:21]1[NH:22][C:23]2[C:28]([C:29]=1[C:30]([NH2:32])=[O:31])=[CH:27][CH:26]=[C:25]([C:33](OC)=[O:34])[CH:24]=2)=[O:19].O.CO>O1CCCC1>[NH2:17][C:18]([NH:20][C:21]1[NH:22][C:23]2[C:28]([C:29]=1[C:30]([NH2:32])=[O:31])=[CH:27][CH:26]=[C:25]([CH2:33][OH:34])[CH:24]=2)=[O:19] |f:0.1.2|. Procedure: 1.0 M Diisobutylaluminium hydride hexane solution (68 mL, 68 mmol) was added to a solution of 2-aminocarbonylamino-6-methoxycarbonylindole-3-carboxamide (Compound 2-17, 4.0 g, 15 mmol) in anhydrous tetrahydrofuran (50 mL) under ice-cooling, and the mixture was stirred at room temperature for 3.5 hours. Water (2 mL) and methanol (20 mL) were added to the reaction mixture, and the mixture was filtered throught Celite® pad with methanol (200 mL) and 1,4-dioxane (200 mL). After the solvent was evapo... Starting materials: BrCCCCCCCC(=O)N=[N+]=[N-] (8-bromooctanoic acid azide), C=1C=CC(=CC1)P(=O)(C=2C=CC=CC2)N=[N+]=[N-] (DPPA), BrCCCCCCCC(=O)O (8-bromooctanoic acid), C([O-])([O-])=O.[K+].[K+] (potassium carbonate), C(C)(C)C1=C(N)C(=CC=C1)C(C)C (2,6-diisopropylaniline). Solvent: C(Cl)(Cl)Cl (chloroform), CN(C)C=O (DMF), C(Cl)(Cl)Cl (chloroform), O (water). Reaction conditions: time 3 hour. Product: BrCCCCCCCNC(=O)NC1=C(C=CC=C1C(C)C)C(C)C (N-(7-bromoheptyl)-N′-(2,6-diisopropylphenyl)urea). Isolated yield 74.2%. RXN SMILES: C1C=CC(P(N=[N+]=[N-])(C2C=CC=CC=2)=O)=CC=1.[Br:18][CH2:19][CH2:20][CH2:21][CH2:22][CH2:23][CH2:24][CH2:25]C(O)=O.C(=O)([O-])[O-].[K+].[K+].BrCCCCCCC[C:43]([N:45]=[N+]=[N-])=[O:44].[CH:48]([C:51]1[CH:57]=[CH:56][CH:55]=[C:54]([CH:58]([CH3:60])[CH3:59])[C:52]=1[NH2:53])([CH3:50])[CH3:49]>O.C(Cl)(Cl)Cl.CN(C=O)C>[Br:18][CH2:19][CH2:20][CH2:21][CH2:22][CH2:23][CH2:24][CH2:25][NH:45][C:43]([NH:53][C:52]1[C:51]([CH:48]([CH3:50])[CH3:49])=[CH:57][CH:56]=[CH:55][C:54]=1[CH:58]([CH3:60])[CH3:59])=[O:44] |f:2.3.4|. Procedure details: DPPA (123 mg, 0.45 mmols) was added to a DMF (1 ml) solution of 8-bromooctanoic acid (100 mg, 0.45 mmols) and potassium carbonate (68 mg, 0.49 mmols), and stirred at room temperatures for 3 hours. The reaction mixture was diluted with water, and extracted with ether. The organic layer was washed with water, and dried with anhydrous magnesium sulfate, and the solvent was evaporated. A chloroform (2 ml) solution of the resulting 8-bromooctanoic acid azide (95 mg, 0.38 mmols) was heated under reflu... Starting materials: [Si](C1=CC=CC=C1)(C1=CC=CC=C1)(C(C)(C)C)OCCC1(SC(=NN1C=1SC=2CN(CCC2N1)C(=O)OC(C)(C)C)C1=C(C=CC(=C1)F)F)C1=CC=CC=C1 (tert-butyl 2-(2-(2-(tert-butyldiphenylsilyloxy)ethyl)-5-(2,5-difluorophenyl)-2-phenyl-1,3,4-thiadiazol-3(2H)-yl)-6,7-dihydrothiazolo[5,4-c]pyridine-5(4H)-carboxylate), Cl.O1CCOCC1 (HCl dioxane), O (Water), Cl.O1CCOCC1 (HCl dioxane). The solvent is O1CCOCC1 (1,4-dioxane). Reaction conditions: time 16 hour. The product is FC1=C(C=C(C=C1)F)C1=NN(C(S1)(C1=CC=CC=C1)CCO)C=1SC=2CNCCC2N1 (2-(5-(2,5-difluorophenyl)-2-phenyl-3-(4,5,6,7-tetrahydrothiazolo[5,4-c]pyridin-2-yl)-2,3-dihydro-1,3,4-thiadiazol-2-yl)ethanol). RXN SMILES: [Si]([O:18][CH2:19][CH2:20][C:21]1([C:50]2[CH:55]=[CH:54][CH:53]=[CH:52][CH:51]=2)[N:25]([C:26]2[S:27][C:28]3[CH2:29][N:30](C(OC(C)(C)C)=O)[CH2:31][CH2:32][C:33]=3[N:34]=2)[N:24]=[C:23]([C:42]2[CH:47]=[C:46]([F:48])[CH:45]=[CH:44][C:43]=2[F:49])[S:22]1)(C(C)(C)C)(C1C=CC=CC=1)C1C=CC=CC=1.Cl.O1CCOCC1.O>O1CCOCC1>[F:49][C:43]1[CH:44]=[CH:45][C:46]([F:48])=[CH:47][C:42]=1[C:23]1[S:22][C:21]([CH2:20][CH2:19][OH:18])([C:50]2[CH:51]=[CH:52][CH:53]=[CH:54][CH:55]=2)[N:25]([C:26]2[S:27][C:28]3[CH2:29][NH:30][CH2:31][CH2:32][C:33]=3[N:34]=2)[N:24]=1 |f:1.2|. Procedure details: To a solution of tert-butyl 2-(2-(2-(tert-butyldiphenylsilyloxy)ethyl)-5-(2,5-difluorophenyl)-2-phenyl-1,3,4-thiadiazol-3(2H)-yl)-6,7-dihydrothiazolo[5,4-c]pyridine-5(4H)-carboxylate (prepared according to Example 26, Steps A-D; 0.090 g, 0.113 mmol) in 1 mL of 1,4-dioxane was added 4M HCl/dioxane (1 mL). The mixture was stirred at room temperature for 16 hours then treated with 4M HCl/dioxane (2 mL) and stirred for a further 3 hours. Water (1 mL) was added and the mixture was stirred for 16 hour... The reactants are BrC=1C=NC=2N(C1)N=C(C2)C(=O)O (6-bromo-pyrazolo[1,5-a]pyrimidine-2-carboxylic acid), CC1NCCC2=C(C=CC=C12)C=1C=NC=NC1 (1-Methyl-5-pyrimidin-5-yl-1,2,3,4-tetrahydro-isoquinoline). Reaction SMILES: [Br:1][C:2]1[CH:3]=[N:4][C:5]2[N:6]([N:8]=[C:9]([C:11]([OH:13])=O)[CH:10]=2)[CH:7]=1.[CH3:14][CH:15]1[C:24]2[C:19](=[C:20]([C:25]3[CH:26]=[N:27][CH:28]=[N:29][CH:30]=3)[CH:21]=[CH:22][CH:23]=2)[CH2:18][CH2:17][NH:16]1>>[Br:1][C:2]1[CH:3]=[N:4][C:5]2[N:6]([N:8]=[C:9]([C:11]([N:16]3[CH2:17][CH2:18][C:19]4[C:24](=[CH:23][CH:22]=[CH:21][C:20]=4[C:25]4[CH:30]=[N:29][CH:28]=[N:27][CH:26]=4)[CH:15]3[CH3:14])=[O:13])[CH:10]=2)[CH:7]=1. Product: BrC=1C=NC=2N(C1)N=C(C2)C(=O)N2C(C1=CC=CC(=C1CC2)C=2C=NC=NC2)C ((6-Bromo-pyrazolo[1,5-a]pyrimidin-2-yl)-(1-methyl-5-pyrimidin-5-yl-3,4-dihydro-1H-isoquinolin-2-yl)-methanone). Procedure details: In close analogy to the procedure described in Example 1, 6-bromo-pyrazolo[1,5-a]pyrimidine-2-carboxylic acid is reacted with 1-Methyl-5-pyrimidin-5-yl-1,2,3,4-tetrahydro-isoquinoline to provide the title compound in moderate yield.